Dataset: the Open Reaction Database (ORD), a public repository of structured organic reaction records. Task: describe an organic reaction: reactants, conditions, products, and yield The reactants are CO, CCOC(=O)c1ncc(C(C)C)s1, [Li+], [OH-], O. The product is CC(C)c1cnc(C(=O)O)s1. Reaction SMILES: [CH3:16][OH:17].[CH:1]([CH3:2])([CH3:3])[c:4]1[cH:5][n:6][c:7]([C:9](=[O:10])[O:11][CH2:12][CH3:13])[s:8]1.[Li+:14].[OH-:15].[OH2:18]>>[CH:1]([CH3:2])([CH3:3])[c:4]1[cH:5][n:6][c:7]([C:9](=[O:10])[OH:11])[s:8]1. Reactants: CCOC(=O)c1ccc(CCc2ccccc2)[nH]1, CO, CC(C)O, [Na+], [OH-]. The product is O=C(O)c1ccc(CCc2ccccc2)[nH]1. RXN SMILES: [CH2:3]([CH3:4])[O:5][C:6](=[O:7])[c:8]1[nH:9][c:10]([CH2:13][CH2:14][c:15]2[cH:16][cH:17][cH:18][cH:19][cH:20]2)[cH:11][cH:12]1.[CH3:25][OH:26].[CH:21]([OH:22])([CH3:23])[CH3:24].[Na+:2].[OH-:1]>>[O:5]=[C:6]([OH:7])[c:8]1[nH:9][c:10]([CH2:13][CH2:14][c:15]2[cH:16][cH:17][cH:18][cH:19][cH:20]2)[cH:11][cH:12]1. Reactants: Cl.C[C@H]1[C@@H](CNC1)C=1NC(C2=C(N1)N(N=C2)C2CCOCC2)=O (6-[(3S,4S)-4-methylpyrrolidin-3-yl]-1-(tetrahydro-2H-pyran-4-yl)-1H-pyrazolo[3,4-d]pyrimidin-4(5H)-one hydrogen chloride), C(C)(=O)O (acetic acid), CC1=NC=C(C=N1)C=O (2-methylpyrimidine-5-carbaldehyde), C(C)(=O)O[BH-](OC(C)=O)OC(C)=O.[Na+] (sodium triacetoxy borohydride). Run in ClCCCl (1,2-dichloroethane). Conditions: temperature 50 celsius. The product is C[C@H]1[C@@H](CN(C1)CC=1C=NC(=NC1)C)C=1NC(C2=C(N1)N(N=C2)C2CCOCC2)=O (6-{(3S,4S)-4-methyl-1-[(2-methylpyrimidin-5-yl)methyl]pyrrolidin-3-yl}-1-(tetrahydro-2H-pyran-4-yl)-1,5-dihydro-4H-pyrazolo[3,4-d]pyrimidin-4-one). Yield: 24.6%. Reaction SMILES: Cl.[CH3:2][C@@H:3]1[CH2:7][NH:6][CH2:5][C@H:4]1[C:8]1[NH:9][C:10](=[O:23])[C:11]2[CH:16]=[N:15][N:14]([CH:17]3[CH2:22][CH2:21][O:20][CH2:19][CH2:18]3)[C:12]=2[N:13]=1.C(O)(=O)C.[CH3:28][C:29]1[N:34]=[CH:33][C:32]([CH:35]=O)=[CH:31][N:30]=1.C(O[BH-](OC(=O)C)OC(=O)C)(=O)C.[Na+]>ClCCCl>[CH3:2][C@@H:3]1[CH2:7][N:6]([CH2:35][C:32]2[CH:31]=[N:30][C:29]([CH3:28])=[N:34][CH:33]=2)[CH2:5][C@H:4]1[C:8]1[NH:9][C:10](=[O:23])[C:11]2[CH:16]=[N:15][N:14]([CH:17]3[CH2:22][CH2:21][O:20][CH2:19][CH2:18]3)[C:12]=2[N:13]=1 |f:0.1,4.5|. Procedure: To a solution of 6-[(3S,4S)-4-methylpyrrolidin-3-yl]-1-(tetrahydro-2H-pyran-4-yl)-1H-pyrazolo[3,4-d]pyrimidin-4(5H)-one hydrogen chloride (493 mg) in 1,2-dichloroethane (10 mL) was added acetic acid (174 mg), 2-methylpyrimidine-5-carbaldehyde (236 mg) and sodium triacetoxy borohydride (635 mg). The reaction mixture was heated at 50° C. overnight. The reaction mixture was concentrated onto silica gel and purified by CombiFlash chromatography to provide the title compound (146 mg). 400 MHz 1H NMR ... The reactants are BrC1=CC(=C(C=C1)NC1=C(C=C2C(=CC=NC2=C1F)C)C(=O)O)F (7-(4-bromo-2-fluorophenylamino)-8-fluoro-4-methyl-quinoline-6-carboxylic acid), C1(CC1)CON (O-cyclopropylmethyl-hydroxylamine). The product is C1(CC1)CONC(=O)C=1C=C2C(=CC=NC2=C(C1NC1=C(C=C(C=C1)Br)F)F)C (7-(4-bromo-2-fluorophenylamino)-8-fluoro-4-methyl-quinoline-6-carboxylic acid cyclopropylmethoxyamide). As a reaction SMILES: [Br:1][C:2]1[CH:7]=[CH:6][C:5]([NH:8][C:9]2[C:18]([F:19])=[C:17]3[C:12]([C:13]([CH3:20])=[CH:14][CH:15]=[N:16]3)=[CH:11][C:10]=2[C:21](O)=[O:22])=[C:4]([F:24])[CH:3]=1.[CH:25]1([CH2:28][O:29][NH2:30])[CH2:27][CH2:26]1>>[CH:25]1([CH2:28][O:29][NH:30][C:21]([C:10]2[CH:11]=[C:12]3[C:17](=[C:18]([F:19])[C:9]=2[NH:8][C:5]2[CH:6]=[CH:7][C:2]([Br:1])=[CH:3][C:4]=2[F:24])[N:16]=[CH:15][CH:14]=[C:13]3[CH3:20])=[O:22])[CH2:27][CH2:26]1. Procedure: The title compound is prepared from 7-(4-bromo-2-fluorophenylamino)-8-fluoro-4-methyl-quinoline-6-carboxylic acid in the same manner described in step J for Example 1 using O-cyclopropylmethyl-hydroxylamine in place of O-(2-vinyloxy-ethyl)-hydroxylamine. Starting materials: C1(=CC=CC=C1)P(C1=CC=CC=C1)C1=CC=CC=C1 (triphenylphosphine), C1(NC(C2=CC=CC=C12)=O)=O (isoindoline-1,3-dione), C(C)(C)OC(=O)N=NC(=O)OC(C)C.C1(=CC=CC=C1)C (azodicarboxylic acid diisopropyl ester toluene), FC1=CC=C(C=C1)[C@H]1[C@@H](C1)C(=O)OCC (trans-Ethyl 2-(4-Fluorophenyl)cyclopropane-1-carboxylate), [H-].[Al+3].[Li+].[H-].[H-].[H-] (lithium aluminium hydride), [OH-].[Na+] (sodium hydroxide). Run in O1CCCC1 (tetrahydrofuran). Reaction conditions: time 1 hour. The product is FC1=CC=C(C=C1)[C@H]1[C@@H](C1)CN1C(C2=CC=CC=C2C1=O)=O (2-{[trans-2-(4-Fluorophenyl)cyclopropyl]methyl}isoindoline-1,3-dione). The yield is 86.7%. Reaction SMILES: [F:1][C:2]1[CH:7]=[CH:6][C:5]([C@@H:8]2[CH2:10][C@H:9]2[C:11](OCC)=O)=[CH:4][CH:3]=1.[H-].[Al+3].[Li+].[H-].[H-].[H-].[OH-].[Na+].C1(P(C2C=CC=CC=2)C2C=CC=CC=2)C=CC=CC=1.[C:43]1(=[O:53])[C:51]2[C:46](=[CH:47][CH:48]=[CH:49][CH:50]=2)[C:45](=[O:52])[NH:44]1.C(OC(N=NC(OC(C)C)=O)=O)(C)C.C1(C)C=CC=CC=1>O1CCCC1>[F:1][C:2]1[CH:3]=[CH:4][C:5]([C@@H:8]2[CH2:10][C@H:9]2[CH2:11][N:44]2[C:45](=[O:52])[C:46]3[C:51](=[CH:50][CH:49]=[CH:48][CH:47]=3)[C:43]2=[O:53])=[CH:6][CH:7]=1 |f:1.2.3.4.5.6,7.8,11.12|. Procedure: trans-Ethyl 2-(4-Fluorophenyl)cyclopropane-1-carboxylate (793 mg, 4.57 mmol) in tetrahydrofuran (7 mL) was stirred with lithium aluminium hydride (173 mg, 4.57 mmol) under cooling with ice for 10 minutes. After addition of 1 M aqueous sodium hydroxide, the reaction mixture was extracted with ethyl acetate, and the organic layer was dried over anhydrous sodium sulfate and concentrated under reduced pressure. The resulting residue was dissolved in tetrahydrofuran (10 mL), mixed with triphenylphosp... Product: FC1=CC=C(CN2C(N(CC2)C=2C=C(C(=O)NCC=3N=CN(C3)C)C=CN2)=O)C=C1 (2-(3-(4-fluorobenzyl)-2-oxoimidazolidin-1-yl)-N-((1-methyl-1H-imidazol-4-yl)methyl)isonicotinamide). The reactants are O1C=NC(=C1)CN (oxazol-4-ylmethanamine), CN1C=NC(=C1)CN ((1-methyl-1H-imidazol-4-yl)methanamine), FC1=CC=C(CN2C(N(CC2)C=2C=C(C(=O)O)C=CN2)=O)C=C1 (2-(3-(4-fluorobenzyl)-2-oxoimidazolidin-1-yl)isonicotinic acid). Procedure: Following the procedure as described in Example 14, making variations as required to replace oxazol-4-ylmethanamine with (1-methyl-1H-imidazol-4-yl)methanamine to react with 2-(3-(4-fluorobenzyl)-2-oxoimidazolidin-1-yl)isonicotinic acid, 2-(3-(4-fluorobenzyl)-2-oxoimidazolidin-1-yl)-N-((1-methyl-1H-imidazol-4-yl)methyl)isonicotinamide was obtained as a colorless solid in 52% yield: mp 174-176° C.; 1H NMR (300 MHz, DMSO-d6) δ 9.01 (t, J=5.6 Hz, 1H), 8.57 (s, 1H), 8.34 (d, J=5.1 Hz, 1H), 7.45 (s, ... The yield is 52.0%. As a reaction SMILES: O1C=C(CN)N=C1.[CH3:8][N:9]1[CH:13]=[C:12]([CH2:14][NH2:15])[N:11]=[CH:10]1.[F:16][C:17]1[CH:38]=[CH:37][C:20]([CH2:21][N:22]2[CH2:26][CH2:25][N:24]([C:27]3[CH:28]=[C:29]([CH:33]=[CH:34][N:35]=3)[C:30](O)=[O:31])[C:23]2=[O:36])=[CH:19][CH:18]=1>>[F:16][C:17]1[CH:18]=[CH:19][C:20]([CH2:21][N:22]2[CH2:26][CH2:25][N:24]([C:27]3[CH:28]=[C:29]([CH:33]=[CH:34][N:35]=3)[C:30]([NH:15][CH2:14][C:12]3[N:11]=[CH:10][N:9]([CH3:8])[CH:13]=3)=[O:31])[C:23]2=[O:36])=[CH:37][CH:38]=1. Reactants: CCOC(=O)COc1ccc(Br)cc1C=O, CC(=O)[O-], Cc1ccccc1, [NH4+], O=C1CSC(=O)N1. The product is CCOC(=O)COc1ccc(Br)cc1C=C1SC(=O)NC1=O. RXN SMILES: [CH2:1]([CH3:2])[O:3][C:4]([CH2:5][O:6][c:7]1[c:8]([CH:14]=[O:15])[cH:9][c:10]([Br:13])[cH:11][cH:12]1)=[O:16].[CH3:25][C:26](=[O:27])[O-:28].[CH3:29][c:30]1[cH:31][cH:32][cH:33][cH:34][cH:35]1.[NH4+:24].[S:17]1[C:18](=[O:23])[NH:19][C:20](=[O:22])[CH2:21]1>>[CH2:1]([CH3:2])[O:3][C:4]([CH2:5][O:6][c:7]1[c:8]([CH:14]=[C:21]2[S:17][C:18](=[O:23])[NH:19][C:20]2=[O:22])[cH:9][c:10]([Br:13])[cH:11][cH:12]1)=[O:16].